This data is from the Open Reaction Database (ORD), a public repository of structured organic reaction records. The task is: describe an organic reaction: reactants, conditions, products, and yield Starting materials: CC(C)CNc1cc(Cl)ccc1[N+](=O)[O-], C[Si](C)(C)[N-][Si](C)(C)C, [Li+], N#CBr, C1CCOC1. Yields the product CC(C)CN(C#N)c1cc(Cl)ccc1[N+](=O)[O-]. Reaction SMILES: [CH2:11]([CH:12]([CH3:13])[CH3:14])[NH:15][c:16]1[c:17]([N+:23](=[O:24])[O-:25])[cH:18][cH:19][c:20]([Cl:22])[cH:21]1.[CH3:1][Si:2]([N-:3][Si:4]([CH3:5])([CH3:6])[CH3:7])([CH3:8])[CH3:9].[Li+:10].[N:26]#[C:27][Br:28].[O:29]1[CH2:30][CH2:31][CH2:32][CH2:33]1>>[CH2:11]([CH:12]([CH3:13])[CH3:14])[N:15]([c:16]1[c:17]([N+:23](=[O:24])[O-:25])[cH:18][cH:19][c:20]([Cl:22])[cH:21]1)[C:27]#[N:26]. The reactants are CC#N, N#Cc1ncc2cc(-c3ccccc3)c(O)nc2n1, O=P(Cl)(Cl)Cl. Yields the product N#Cc1ncc2cc(-c3ccccc3)c(Cl)nc2n1. RXN SMILES: [CH3:25][C:26]#[N:27].[OH:1][c:2]1[c:3](-[c:14]2[cH:15][cH:16][cH:17][cH:18][cH:19]2)[cH:4][c:5]2[c:6]([n:7][c:8]([C:11]#[N:12])[n:9][cH:10]2)[n:13]1.[P:20]([Cl:21])([Cl:22])([Cl:23])=[O:24]>>[c:2]1([Cl:22])[c:3](-[c:14]2[cH:15][cH:16][cH:17][cH:18][cH:19]2)[cH:4][c:5]2[c:6]([n:7][c:8]([C:11]#[N:12])[n:9][cH:10]2)[n:13]1. Starting materials: C(C)(=O)CCBr (2-acetoyl ethyl bromide), OC=1C=C(C(=O)N)C=CC1 (3-Hydroxybenzamide), C([O-])([O-])=O.[K+].[K+] (potassium carbonate), CN(C)C=O (DMF). Conditions: time 48 hour. Product: C(C)(=O)OCCOC=1C=C(C(=O)N)C=CC1 (3-(2-Acetoxyethoxy)benzamide), C(C)(=O)CCOC=1C=C(C(=O)N)C=CC1 (3-(2-acetoylethoxy)benzamide). RXN SMILES: [OH:1][C:2]1[CH:3]=[C:4]([CH:8]=[CH:9][CH:10]=1)[C:5]([NH2:7])=[O:6].[C:11](=[O:14])([O-])[O-:12].[K+].[K+].[C:17]([CH2:20][CH2:21]Br)(=[O:19])[CH3:18].[CH3:23]N(C=O)C>>[C:11]([O:12][CH2:17][CH2:18][O:1][C:2]1[CH:3]=[C:4]([CH:8]=[CH:9][CH:10]=1)[C:5]([NH2:7])=[O:6])(=[O:14])[CH3:23].[C:17]([CH2:20][CH2:21][O:1][C:2]1[CH:3]=[C:4]([CH:8]=[CH:9][CH:10]=1)[C:5]([NH2:7])=[O:6])(=[O:19])[CH3:18] |f:1.2.3|. Procedure: 3.0 g (21.9 mmol) of the 3-hydroxybenzamide prepared in Example 1 and 5.7 g (41.2 mmol) of anhydrous potassium carbonate were added to a round bottom flask followed by 40 ml anhydrous DMF added by syringe. To this mixture was added 11.85 g (70.9 mmol, 7.8 cc) of 2-acetoyl ethyl bromide, also using a syringe to maintain anhydrous conditions. The suspension was stirred for 48 hr and the mixture filtered. The solid was washed with 6×5 ml DMF and the filtrate evaporated in vacuo to a solid. The resu... As a reaction SMILES: [BH4-:20].[CH2:1]([c:2]1[cH:3][cH:4][cH:5][cH:6][cH:7]1)[N:8]1[C:9](=[O:19])[c:10]2[cH:11][cH:12][cH:13][cH:14][c:15]2[CH2:16][C:17]1=[O:18].[CH3:22][OH:23].[Na+:21]>>[CH2:1]([c:2]1[cH:3][cH:4][cH:5][cH:6][cH:7]1)[N:8]1[C:9](=[O:19])[c:10]2[cH:11][cH:12][cH:13][cH:14][c:15]2[CH2:16][CH:17]1[OH:18]. Starting materials: [BH4-], O=C1Cc2ccccc2C(=O)N1Cc1ccccc1, CO, [Na+]. The product is O=C1c2ccccc2CC(O)N1Cc1ccccc1. Starting materials: BrC=1C=C(C=CC1)C1=CC(=CC(=N1)C)C=1C=NC(=CC1)C(F)(F)F (6′-(3-bromo-phenyl)-2′-methyl-6-trifluoromethyl-[3,4′]bipyridinyl), C(C)(C)(C)NS(=O)(=O)C=1C=C(C=CC1)B(O)O (3-(tert-butylsulfamoyl)-benzeneboronic acid). Yields the product C(C)(C)(C)NS(=O)(=O)C=1C=C(C=CC1)C1=CC(=CC=C1)C1=NC(=CC(=C1)C=1C=NC(=CC1)C(F)(F)F)C (3′-(6′-Methyl-6-trifluoromethyl-[3,4′]bipyridinyl-2′-yl)-biphenyl-3-sulfonic acid tert-butylamide), foam. Yield: 93.0%. As a reaction SMILES: Br[C:2]1[CH:3]=[C:4]([C:8]2[N:13]=[C:12]([CH3:14])[CH:11]=[C:10]([C:15]3[CH:16]=[N:17][C:18]([C:21]([F:24])([F:23])[F:22])=[CH:19][CH:20]=3)[CH:9]=2)[CH:5]=[CH:6][CH:7]=1.[C:25]([NH:29][S:30]([C:33]1[CH:34]=[C:35](B(O)O)[CH:36]=[CH:37][CH:38]=1)(=[O:32])=[O:31])([CH3:28])([CH3:27])[CH3:26]>>[C:25]([NH:29][S:30]([C:33]1[CH:34]=[C:35]([C:6]2[CH:7]=[CH:2][CH:3]=[C:4]([C:8]3[CH:9]=[C:10]([C:15]4[CH:16]=[N:17][C:18]([C:21]([F:23])([F:24])[F:22])=[CH:19][CH:20]=4)[CH:11]=[C:12]([CH3:14])[N:13]=3)[CH:5]=2)[CH:36]=[CH:37][CH:38]=1)(=[O:32])=[O:31])([CH3:28])([CH3:27])[CH3:26]. Reported procedure: The title compound was prepared from 6′-(3-bromo-phenyl)-2′-methyl-6-trifluoromethyl-[3,4′]bipyridinyl (example B.12) (0.197 g, 0.5 mmol) and commercially available 3-(tert-butylsulfamoyl)-benzeneboronic acid (0.142 g, 0.55 mmol) according to the general procedure III. Obtained as a white foam (0.245 g, 93%). MS (ISP) 526.7 [(M+H)+]. Reactants: N(=[N+]=[N-])CCOCCS(=O)(=O)CCO (2-[2-(2-Azido-Ethoxy)-Ethylsulfonyl]-Ethanol), N1=CC=CC=C1 (pyridine), ClC(=O)OC1=CC=C(C=C1)[N+](=O)[O-] (p-nitrophenyl chloroformate). The solvent is C(Cl)Cl (CH2Cl2). Reaction conditions: time 16 hour. Product: pet. ether AcOEt, C(OCCS(=O)(=O)CCOCCN=[N+]=[N-])(OC1=CC=C(C=C1)[N+](=O)[O-])=O (2-[2-(2-Azido-Ethoxy)-Ethylsulfonyl]-Ethyl 4-Nitrophenyl Carbonate). The yield is 90.6%. As a reaction SMILES: [N:1]([CH2:4][CH2:5][O:6][CH2:7][CH2:8][S:9]([CH2:12][CH2:13][OH:14])(=[O:11])=[O:10])=[N+:2]=[N-:3].N1C=CC=CC=1.Cl[C:22]([O:24][C:25]1[CH:30]=[CH:29][C:28]([N+:31]([O-:33])=[O:32])=[CH:27][CH:26]=1)=[O:23]>C(Cl)Cl>[C:22](=[O:23])([O:24][C:25]1[CH:26]=[CH:27][C:28]([N+:31]([O-:33])=[O:32])=[CH:29][CH:30]=1)[O:14][CH2:13][CH2:12][S:9]([CH2:8][CH2:7][O:6][CH2:5][CH2:4][N:1]=[N+:2]=[N-:3])(=[O:11])=[O:10]. Procedure: A solution of alcohol 5 (4.0 g, 17.9 mmol) and pyridine (10 ml, 6.9 equiv.) in CH2Cl2 (100 ml) was cooled in an ice bath and p-nitrophenyl chloroformate (5.42 g, 1.5 equiv.) was added. The resulting solution was stirred at RT for 16 h then washed with a 1 M HCl aqueous solution (3×50 ml), dried over MgSO4, filtrated then concentrated under reduced pressure. Purification by flash column chromatography (eluent: pet. ether/AcOEt 7:3 then 1:1) afforded carbonate 6 as a white amorphous solid (6.3 g, ... The reactants are CN(C)C=O, Cn1nnn(-c2c(Cl)ccc(C(=O)O)c2Cl)c1=O, ClCCCl, O=S(Cl)Cl. Yields the product Cn1nnn(-c2c(Cl)ccc(C(=O)Cl)c2Cl)c1=O. RXN SMILES: [CH3:27][N:28]([CH3:29])[CH:30]=[O:31].[Cl:1][c:2]1[c:3]([C:4](=[O:5])[OH:6])[cH:7][cH:8][c:9]([Cl:18])[c:10]1-[n:11]1[n:12][n:13][n:14]([CH3:17])[c:15]1=[O:16].[Cl:23][CH2:24][CH2:25][Cl:26].[S:19]([Cl:20])([Cl:21])=[O:22]>>[Cl:1][c:2]1[c:3]([C:4](=[O:5])[Cl:21])[cH:7][cH:8][c:9]([Cl:18])[c:10]1-[n:11]1[n:12][n:13][n:14]([CH3:17])[c:15]1=[O:16].